Dataset: the Open Reaction Database (ORD), a public repository of structured organic reaction records. Task: describe an organic reaction: reactants, conditions, products, and yield The reactants are C1COCCN1, O=c1[nH]c2cc([N+](=O)[O-])c(F)cc2n2c(=O)[nH]nc12. The product is O=c1[nH]c2cc([N+](=O)[O-])c(N3CCOCC3)cc2n2c(=O)[nH]nc12. Reaction SMILES: [CH2:20]1[CH2:21][O:22][CH2:23][CH2:24][NH:25]1.[F:1][c:2]1[c:3]([N+:17](=[O:18])[O-:19])[cH:4][c:5]2[nH:6][c:7](=[O:16])[c:8]3[n:9]([c:10]2[cH:11]1)[c:12](=[O:15])[nH:13][n:14]3>>[c:2]1([N:25]2[CH2:20][CH2:21][O:22][CH2:23][CH2:24]2)[c:3]([N+:17](=[O:18])[O-:19])[cH:4][c:5]2[nH:6][c:7](=[O:16])[c:8]3[n:9]([c:10]2[cH:11]1)[c:12](=[O:15])[nH:13][n:14]3. Reactants: BrC(Br)(Br)Br, CC(C)(C)c1ccc(NC(=O)c2cccnc2Nc2ccc3cn[nH]c3c2)cc1NCCO, ClCCl, CCC(P(c1ccccc1)c1ccccc1)P(c1ccccc1)c1ccccc1. Product: CC(C)(C)c1ccc(NC(=O)c2cccnc2Nc2ccc3cn[nH]c3c2)cc1NCCBr. RXN SMILES: [Br:34][C:35]([Br:36])([Br:37])[Br:38].[C:1]([CH3:2])([CH3:3])([CH3:4])[c:5]1[c:6]([NH:30][CH2:31][CH2:32][OH:33])[cH:7][c:8]([NH:11][C:12]([c:13]2[c:14]([NH:19][c:20]3[cH:21][cH:22][c:23]4[cH:24][n:25][nH:26][c:27]4[cH:28]3)[n:15][cH:16][cH:17][cH:18]2)=[O:29])[cH:9][cH:10]1.[Cl:68][CH2:69][Cl:70].[c:39]1([P:40]([CH:41]([P:42]([c:43]2[cH:44][cH:45][cH:46][cH:47][cH:48]2)[c:49]2[cH:50][cH:51][cH:52][cH:53][cH:54]2)[CH2:55][CH3:56])[c:57]2[cH:58][cH:59][cH:60][cH:61][cH:62]2)[cH:63][cH:64][cH:65][cH:66][cH:67]1>>[C:1]([CH3:2])([CH3:3])([CH3:4])[c:5]1[c:6]([NH:30][CH2:31][CH2:32][Br:34])[cH:7][c:8]([NH:11][C:12]([c:13]2[c:14]([NH:19][c:20]3[cH:21][cH:22][c:23]4[cH:24][n:25][nH:26][c:27]4[cH:28]3)[n:15][cH:16][cH:17][cH:18]2)=[O:29])[cH:9][cH:10]1.